This data is from the Open Reaction Database (ORD), a public repository of structured organic reaction records. The task is: describe an organic reaction: reactants, conditions, products, and yield Reaction SMILES: [CH3:35][N:36]([C:37](=[O:38])[N:39]([CH2:40][C:41]#[CH:42])[CH3:43])[CH3:44].[CH3:52][CH2:53][O:54][C:55](=[O:56])[CH3:57].[CH:45]([NH:46][CH:47]([CH3:48])[CH3:49])([CH3:50])[CH3:51].[Cl:1][c:2]1[c:3]([NH:12][c:13]2[n:14][cH:15][n:16][c:17]3[cH:18][c:19]([O:25][CH2:26][CH2:27][CH2:28][N:29]4[CH2:30][CH2:31][O:32][CH2:33][CH2:34]4)[c:20]([O:23][CH3:24])[cH:21][c:22]23)[c:4]2[c:5]([c:9]([I:11])[cH:10]1)[O:6][CH2:7][O:8]2.[Cu:99][I:100].[Pd:58]([Cl:59])[Cl:60].[c:61]1([P:62]([c:63]2[cH:64][cH:65][cH:66][cH:67][cH:68]2)[c:69]2[cH:70][cH:71][cH:72][cH:73][cH:74]2)[cH:75][cH:76][cH:77][cH:78][cH:79]1.[c:80]1([P:81]([c:82]2[cH:83][cH:84][cH:85][cH:86][cH:87]2)[c:88]2[cH:89][cH:90][cH:91][cH:92][cH:93]2)[cH:94][cH:95][cH:96][cH:97][cH:98]1>>[Cl:1][c:2]1[c:3]([NH:12][c:13]2[n:14][cH:15][n:16][c:17]3[cH:18][c:19]([O:25][CH2:26][CH2:27][CH2:28][N:29]4[CH2:30][CH2:31][O:32][CH2:33][CH2:34]4)[c:20]([O:23][CH3:24])[cH:21][c:22]23)[c:4]2[c:5]([c:9]([C:42]#[C:41][CH2:40][N:39]([C:37]([N:36]([CH3:35])[CH3:44])=[O:38])[CH3:43])[cH:10]1)[O:6][CH2:7][O:8]2. The reactants are C#CCN(C)C(=O)N(C)C, CCOC(C)=O, CC(C)NC(C)C, COc1cc2c(Nc3c(Cl)cc(I)c4c3OCO4)ncnc2cc1OCCCN1CCOCC1, [Cu]I, Cl[Pd]Cl, c1ccc(P(c2ccccc2)c2ccccc2)cc1, c1ccc(P(c2ccccc2)c2ccccc2)cc1. Product: COc1cc2c(Nc3c(Cl)cc(C#CCN(C)C(=O)N(C)C)c4c3OCO4)ncnc2cc1OCCCN1CCOCC1. Reactants: C1CCOC1, [Li]C, COC(=O)C(CC(=O)Cl)NC(=O)OCc1ccccc1, [Cu]I. The product is COC(=O)C(CC(C)=O)NC(=O)OCc1ccccc1. As a reaction SMILES: [CH2:23]1[O:24][CH2:25][CH2:26][CH2:27]1.[CH3:1][Li:2].[CH3:3][O:4][C:5]([CH:6]([CH2:7][C:8](=[O:9])[Cl:10])[NH:11][C:12](=[O:13])[O:14][CH2:15][c:16]1[cH:17][cH:18][cH:19][cH:20][cH:21]1)=[O:22].[Cu:28][I:29]>>[CH3:1][C:8]([CH2:7][CH:6]([C:5]([O:4][CH3:3])=[O:22])[NH:11][C:12](=[O:13])[O:14][CH2:15][c:16]1[cH:17][cH:18][cH:19][cH:20][cH:21]1)=[O:9]. Reported procedure: 100 mg of 6-chloro-N-(4-methoxyphenyl)pyrimidine-4-amine in the form of a hydrochloride, 57 mg of methylamine and 238 mg of DIPEA were dissolved in 1 mL of n-BuOH in a screw cap vial and the mixture obtained was heated to 120° C. for 1 hour. Progress of the reaction was monitored by TLC. Upon termination of the reaction n-BuOH. was evaporated off and the evaporation residue was subjected to crystallization from n-BuOH/EtOH solvent mixture. N4-(4-Methoxyphenyl)-N6-methylpyrimidine-4,6-diamine was... Starting materials: ClC1=CC(=NC=N1)NC1=CC=C(C=C1)OC (6-chloro-N-(4-methoxyphenyl)pyrimidine-4-amine), CN (methylamine), CCN(C(C)C)C(C)C (DIPEA). Product: COC1=CC=C(C=C1)NC1=NC=NC(=C1)NC (N4-(4-Methoxyphenyl)-N6-methylpyrimidine-4,6-diamine). Reaction SMILES: Cl[C:2]1[N:7]=[CH:6][N:5]=[C:4]([NH:8][C:9]2[CH:14]=[CH:13][C:12]([O:15][CH3:16])=[CH:11][CH:10]=2)[CH:3]=1.CN.C[CH2:20][N:21](C(C)C)C(C)C>Cl.CCCCO>[CH3:16][O:15][C:12]1[CH:13]=[CH:14][C:9]([NH:8][C:4]2[CH:3]=[C:2]([NH:21][CH3:20])[N:7]=[CH:6][N:5]=2)=[CH:10][CH:11]=1. Conditions: temperature 120 celsius. The yield is 91.0%. Run in Cl (hydrochloride), CCCCO (n-BuOH), CCCCO (n-BuOH). Starting materials: BrC=1C(=CC2=CN(N=C2C1)C1OCCCC1)OC1=C(C=C(C=C1)[N+](=O)[O-])F (6-bromo-5-(2-fluoro-4-nitrophenoxy)-2-(tetrahydro-2H-pyran-2-yl)-2H-indazole), [OH-].[Na+] (NaOH), CO (MeOH), CS(=O)(=O)O (MeSO3H). Run in C(Cl)Cl (DCM), O (water). Run at temperature 50 celsius. Yields the product BrC1=C(C=C2C=NNC2=C1)OC1=C(C=C(C=C1)[N+](=O)[O-])F (6-Bromo-5-(2-fluoro-4-nitrophenoxy)-1H-indazole). Yield: 96.9%. As a reaction SMILES: [Br:1][C:2]1[C:3]([O:17][C:18]2[CH:23]=[CH:22][C:21]([N+:24]([O-:26])=[O:25])=[CH:20][C:19]=2[F:27])=[CH:4][C:5]2[C:9]([CH:10]=1)=[N:8][N:7](C1CCCCO1)[CH:6]=2.CO.CS(O)(=O)=O.[OH-].[Na+]>C(Cl)Cl.O>[Br:1][C:2]1[CH:10]=[C:9]2[C:5]([CH:6]=[N:7][NH:8]2)=[CH:4][C:3]=1[O:17][C:18]1[CH:23]=[CH:22][C:21]([N+:24]([O-:26])=[O:25])=[CH:20][C:19]=1[F:27] |f:3.4|. Procedure: To a 3000 mL flask is added 6-bromo-5-(2-fluoro-4-nitrophenoxy)-2-(tetrahydro-2H-pyran-2-yl)-2H-indazole (250 g, 573.1 mmol) followed by MeOH (1000 mL) and MeSO3H (1 12.71 mL,1.72 mol) and heated to 50° C. for 14 hours. Solid crystallizes out of solution. The mixture is then cooled to RT. The reaction mixture is concentrated under vacuum at 45° C. to dryness to get solid. The solid is diluted with DCM (2000 mL) and treated with water (1000 mL) and 5N NaOH (about 350 mL) until the pH is 8-9. The ... Reactants: CS(=O)(=O)O, CCC(C)=O, CCC1(CO)COC(C)(C)OC1, [I-], [Na+]. Product: CCC1(CI)COC(C)(C)OC1. RXN SMILES: [CH3:1][S:2]([OH:3])(=[O:4])=[O:5].[CH3:20][C:21]([CH2:22][CH3:23])=[O:24].[CH3:6][C:7]1([CH3:17])[O:8][CH2:9][C:10]([CH2:13][OH:14])([CH2:15][CH3:16])[CH2:11][O:12]1.[I-:19].[Na+:18]>>[CH3:6][C:7]1([CH3:17])[O:8][CH2:9][C:10]([CH2:13][I:19])([CH2:15][CH3:16])[CH2:11][O:12]1.